This data is from the Open Reaction Database (ORD), a public repository of structured organic reaction records. The task is: describe an organic reaction: reactants, conditions, products, and yield Reactants: C1=NC=CC2=C(C=CC=C12)C=1C=C2C=CC(=CC2=CC1)NC(=O)C=1SC=CC1 (N-(6-(isoquinolin-5-yl)naphthalen-2-yl)thiophene-2-carboxamide), [NH4+].[Cl-] (NH4Cl). Reagents/catalysts: [Fe] (Iron). Solvent: CCO.O (EtOH H2O). Reaction conditions: temperature 80 celsius, time 1 hour. Yields the product ClC1=NC=CC=2C(=CC=CC12)N (1-chloroisoquinolin-5-amine). The yield is 175.4%. RXN SMILES: [CH:1]1[C:10]2[C:5](=[C:6](C3C=C4C(=CC=3)C=C(NC(C3SC=CC=3)=O)C=C4)[CH:7]=[CH:8][CH:9]=2)[CH:4]=[CH:3][N:2]=1.[NH4+:29].[Cl-:30]>[Fe].CCO.O>[Cl:30][C:1]1[C:10]2[CH:9]=[CH:8][CH:7]=[C:6]([NH2:29])[C:5]=2[CH:4]=[CH:3][N:2]=1 |f:1.2,4.5|. Procedure details: To a 1000 mL 3-neck round-bottomed flask containing 1-chloro-5-nitroisoquinoline (Step 1, 8.200 g, 39.3 mmol) was added Iron powder (11.80 g, 211.2 mmol), while under a flow of inert gas. A 3:1 mixture of EtOH/H2O (240 mL), and NH4Cl (1.19 g, 22.4 mmol) were added. The mixture was heated to 80° C., while stirring under inert atmosphere for 1 hour. The oil bath was removed and the mixture was allowed to cool to ambient temperature. The crude material was filtered through a plug of Celite, and the... Starting materials: 19, Cl.Cl.C1(=CC=CC=C1)NC1(CCN(CC1)CC1=CC=CC=C1)C(=O)O (4-(phenylamino)-1-(phenylmethyl)-4-piperidinecarboxylic acid dihydrochloride), S(O)(O)(=O)=O (sulfuric acid), C(C)O (ethanol). Product: 11.5, Cl.Cl.C1(=CC=CC=C1)NC1(CCN(CC1)CC1=CC=CC=C1)C(=O)OCC (ethyl 4-(phenylamino)-1-(phenylmethyl)-4-piperidinecarboxylate dihydrochloride). RXN SMILES: [ClH:1].Cl.[C:3]1([NH:9][C:10]2([C:23]([OH:25])=[O:24])[CH2:15][CH2:14][N:13]([CH2:16][C:17]3[CH:22]=[CH:21][CH:20]=[CH:19][CH:18]=3)[CH2:12][CH2:11]2)[CH:8]=[CH:7][CH:6]=[CH:5][CH:4]=1.S(=O)(=O)(O)O.[CH2:31](O)[CH3:32]>>[ClH:1].[ClH:1].[C:3]1([NH:9][C:10]2([C:23]([O:25][CH2:31][CH3:32])=[O:24])[CH2:11][CH2:12][N:13]([CH2:16][C:17]3[CH:18]=[CH:19][CH:20]=[CH:21][CH:22]=3)[CH2:14][CH2:15]2)[CH:8]=[CH:7][CH:6]=[CH:5][CH:4]=1 |f:0.1.2,5.6.7|. Procedure: A mixture of 19 parts of 4-(phenylamino)-1-(phenylmethyl)-4-piperidinecarboxylic acid dihydrochloride, 14.4 parts of sulfuric acid and 64 parts of ethanol is stirred and refluxed for 16 hours. The solvent is decanted. The residue is dissolved in water. The aqueous solution is alkalized with ammonium hydroxide and extracted with a mixture of methylbenzene and 2,2'-oxybispropane. The combined organic layers are dried over magnesium sulfate, filtered and evaporated. The oily residue is dissolved in... The reactants are BrC1([C@H]([C@@H]1C(=O)OC)C(=O)OC)C=O ((1R,2R)-3-bromo-1,2-dicarbomethoxy-3-formyl-cyclopropane). Reagents/catalysts: [Zn] (zinc). Run in C(C)(=O)O (acetic acid). Run at time 4 hour. Product: C(=O)(OC)[C@H]1[C@@H](C1C=O)C(=O)OC ((1R,2R)-1,2-dicarbomethoxy-3-formyl-cyclopropane). Isolated yield 88.2%. As a reaction SMILES: Br[C:2]1([CH:13]=[O:14])[C@@H:4]([C:5]([O:7][CH3:8])=[O:6])[C@@H:3]1[C:9]([O:11][CH3:12])=[O:10]>[Zn].C(O)(=O)C>[C:9]([C@@H:3]1[CH:2]([CH:13]=[O:14])[C@H:4]1[C:5]([O:7][CH3:8])=[O:6])([O:11][CH3:12])=[O:10]. Procedure details: A mixture of (1R,2R)-3-bromo-1,2-dicarbomethoxy-3-formyl-cyclopropane (428 mg, 1.6 mmmol), zinc powder (230 mg, 3.5 mmol) and acetic acid (2 ml) was stirred at room temperature over a period of 4 hours. Filtration, evaporation and column chromatography yielded (1R,2R)-1,2-dicarbomethoxy-3-formyl-cyclopropane (265 mg, 88%) as a colorless oil. [α]20D=-48° (c=1 in MeOH); 1H NMR (CDCl3): d 2.53 (ddd, J=5, 6, 8 Hz, 1H), 2.71 (dd, J=6, 8 Hz, 1H), 3.01 (t, J=6 Hz, 1H), 3.76 (s, 6H), 9.42 (d, J=5 Hz, 1H... Reactants: Cl[Al](Cl)Cl, O=C(Cl)CCCl, Cl, Fc1cccc(F)c1. Yields the product O=C(CCCl)c1ccc(F)cc1F. As a reaction SMILES: [Cl:1][Al:2]([Cl:3])[Cl:4].[Cl:5][CH2:6][CH2:7][C:8](=[O:9])[Cl:10].[ClH:11].[F:12][c:13]1[cH:14][cH:15][cH:16][c:17]([F:18])[cH:19]1>>[Cl:5][CH2:6][CH2:7][C:8](=[O:9])[c:16]1[cH:15][cH:14][c:13]([F:12])[cH:19][c:17]1[F:18]. The reactants are CCOC(=O)CNC(=O)N1CCN(c2cc(N)nc3cc(Cl)ccc23)CC1, [Li+], [OH-], O. Yields the product Nc1cc(N2CCN(C(=O)NCC(=O)O)CC2)c2ccc(Cl)cc2n1. As a reaction SMILES: [CH2:1]([CH3:2])[O:3][C:4]([CH2:5][NH:6][C:7](=[O:8])[N:9]1[CH2:10][CH2:11][N:12]([c:15]2[cH:16][c:17]([NH2:26])[n:18][c:19]3[cH:20][c:21]([Cl:25])[cH:22][cH:23][c:24]23)[CH2:13][CH2:14]1)=[O:27].[Li+:29].[OH-:28].[OH2:30]>>[O:3]=[C:4]([CH2:5][NH:6][C:7](=[O:8])[N:9]1[CH2:10][CH2:11][N:12]([c:15]2[cH:16][c:17]([NH2:26])[n:18][c:19]3[cH:20][c:21]([Cl:25])[cH:22][cH:23][c:24]23)[CH2:13][CH2:14]1)[OH:27]. Solvent: CN(C)C=O (DMF), ClCCl (dichloromethane). Reagents/catalysts: C=1C=CC(=CC1)[P](C=2C=CC=CC2)(C=3C=CC=CC3)[Pd]([P](C=4C=CC=CC4)(C=5C=CC=CC5)C=6C=CC=CC6)([P](C=7C=CC=CC7)(C=8C=CC=CC8)C=9C=CC=CC9)[P](C=1C=CC=CC1)(C=1C=CC=CC1)C=1C=CC=CC1 (Pd(Ph3P)4). Reported procedure: To a solution of 8-amino-2-iodo-1-methyl-4,5-dihydro-1H-1,7,9-triaza-cyclopenta[a]naphthalene-3-carboxylic acid ethyl ester N1 (0.62 mmol) in DMF (5 mL) and under argon, HCOONa (1.4 mmol) and Pd(Ph3P)4 (0.04 mmol) were added and the mixture was heated at 100° C. for 4 h. The mixture was cooled to rt, diluted with dichloromethane and washed with water. The organic phase was dried (Na2SO4) and evaporated to dryness. Chromatography on silica gel (eluant: AcOEt/hexane 1:1) afforded the title compoun... The reactants are C(=O)O[Na] (HCOONa), C(C)OC(=O)C1=C(N(C2=C1CCC1=CN=C(N=C21)N)C)I (8-amino-2-iodo-1-methyl-4,5-dihydro-1H-1,7,9-triaza-cyclopenta[a]naphthalene-3-carboxylic acid ethyl ester). The product is C(C)OC(=O)C1=CN(C2=C1CCC1=CN=C(N=C21)N)C (8-Amino-1-methyl-4,5-dihydro-1H-1,7,9-triaza-cyclopenta[a]naphthalene-3-carboxylic acid ethyl ester). As a reaction SMILES: [CH2:1]([O:3][C:4]([C:6]1[C:10]2[CH2:11][CH2:12][C:13]3[C:18]([C:9]=2[N:8]([CH3:20])[C:7]=1I)=[N:17][C:16]([NH2:19])=[N:15][CH:14]=3)=[O:5])[CH3:2].C(O[Na])=O>CN(C=O)C.ClCCl.C1C=CC([P]([Pd]([P](C2C=CC=CC=2)(C2C=CC=CC=2)C2C=CC=CC=2)([P](C2C=CC=CC=2)(C2C=CC=CC=2)C2C=CC=CC=2)[P](C2C=CC=CC=2)(C2C=CC=CC=2)C2C=CC=CC=2)(C2C=CC=CC=2)C2C=CC=CC=2)=CC=1>[CH2:1]([O:3][C:4]([C:6]1[C:10]2[CH2:11][CH2:12][C:13]3[C:18]([C:9]=2[N:8]([CH3:20])[CH:7]=1)=[N:17][C:16]([NH2:19])=[N:15][CH:14]=3)=[O:5])[CH3:2] |^1:37,39,58,77|. Reaction conditions: temperature 100 celsius. Isolated yield 83.0%. Reactants: C#CCCCCOCCCCCCBr, NC(=O)c1ccnc(Br)c1, CCO, CC#N, C1CCC(NC2CCCCC2)CC1, [Cu]I, Cc1ccccc1. The product is NC(=O)c1ccnc(C#CCCCCOCCCCCCBr)c1. As a reaction SMILES: [Br:11][CH2:12][CH2:13][CH2:14][CH2:15][CH2:16][CH2:17][O:18][CH2:19][CH2:20][CH2:21][CH2:22][C:23]#[CH:24].[Br:1][c:2]1[n:3][cH:4][cH:5][c:6]([C:8](=[O:9])[NH2:10])[cH:7]1.[CH2:48]([OH:49])[CH3:50].[CH3:38][C:39]#[N:40].[CH:25]1([NH:26][CH:27]2[CH2:28][CH2:29][CH2:30][CH2:31][CH2:32]2)[CH2:33][CH2:34][CH2:35][CH2:36][CH2:37]1.[Cu:51][I:52].[c:41]1([CH3:42])[cH:43][cH:44][cH:45][cH:46][cH:47]1>>[c:2]1([C:24]#[C:23][CH2:22][CH2:21][CH2:20][CH2:19][O:18][CH2:17][CH2:16][CH2:15][CH2:14][CH2:13][CH2:12][Br:11])[n:3][cH:4][cH:5][c:6]([C:8](=[O:9])[NH2:10])[cH:7]1. Reactants: C1CCOC1, C[Si](C)(C)[N-][Si](C)(C)C, COC(=O)c1ccc(O)c(C=O)c1, Cl, [Li+]. Yields the product C=Cc1cc(C(=O)OC)ccc1O. Reaction SMILES: [CH2:25]1[O:26][CH2:27][CH2:28][CH2:29]1.[CH3:1][Si:2]([N-:3][Si:4]([CH3:5])([CH3:6])[CH3:7])([CH3:8])[CH3:9].[CH:11](=[O:12])[c:13]1[cH:14][c:15]([C:16](=[O:17])[O:18][CH3:19])[cH:20][cH:21][c:22]1[OH:23].[ClH:24].[Li+:10]>>[CH2:1]=[CH:11][c:13]1[cH:14][c:15]([C:16](=[O:17])[O:18][CH3:19])[cH:20][cH:21][c:22]1[OH:23]. Product: C(C)(=O)SC(C(C)C)C(C(=O)O)CC(C)C (2-(RS)-(1-(RS)-S-Acetyl mercapto-2-methylpropyl)-4-methyl pentanoic acid). Procedure: E and Z 2-(2-methylpropyl)-4-methyl-pent-2-enoic acid (7 g) in thioacetic acid (50 ml) was heated at 100° C. under reflux for 72 h. The excess thioacetic acid was removed in vacuo and the residue dissolved in dichloromethane which was extracted with aqueous saturated sodium hydrogen carbonate (3×200 ml). The aqueous phase was separated, acidified to pH1 with concentrated hydrochloric acid and extracted with fresh dichloromethane. The organic extract was dried over sodium sulphate and concentrate... Reactants: CC(CC(C(=O)O)=CC(C)C)C (2-(2-methylpropyl)-4-methyl-pent-2-enoic acid), C(C)(=S)O (thioacetic acid). Reaction SMILES: [CH3:1][CH:2]([CH3:12])[CH2:3][C:4](=[CH:8][CH:9]([CH3:11])[CH3:10])[C:5]([OH:7])=[O:6].[C:13]([OH:16])(=[S:15])[CH3:14]>>[C:13]([S:15][CH:8]([CH:4]([CH2:3][CH:2]([CH3:12])[CH3:1])[C:5]([OH:7])=[O:6])[CH:9]([CH3:11])[CH3:10])(=[O:16])[CH3:14]. Solvent: CCOC(=O)C (EtOAc). Yields the product ClC(COC(NC1=CC(=NN1C1=CC=C(C=C1)C)C(C)(C)C)=O)(Cl)Cl (2,2,2-trichloroethyl[3-tert-butyl-1-(4-methylphenyl)-1H-pyrazol-5-yl]carbamate). Run at time 15 minute. As a reaction SMILES: Cl.[C:2]([C:6]1[CH:10]=[C:9]([NH2:11])[N:8]([C:12]2[CH:17]=[CH:16][C:15]([CH3:18])=[CH:14][CH:13]=2)[N:7]=1)([CH3:5])([CH3:4])[CH3:3].[OH-].[Na+].[C:21](Cl)(=[O:28])[O:22][CH2:23][C:24]([Cl:27])([Cl:26])[Cl:25]>CCOC(C)=O>[Cl:25][C:24]([Cl:27])([Cl:26])[CH2:23][O:22][C:21](=[O:28])[NH:11][C:9]1[N:8]([C:12]2[CH:13]=[CH:14][C:15]([CH3:18])=[CH:16][CH:17]=2)[N:7]=[C:6]([C:2]([CH3:5])([CH3:4])[CH3:3])[CH:10]=1 |f:0.1,2.3|. Procedure details: To a suspension of 3-tert-butyl-1-(4-methylphenyl)-1H-pyrazol-5-amine hydrochloride (2.5 g) in EtOAc (18 ml) was added 2.94 M aqueous NaOH (8 mL) at 0° C. under a nitrogen atmosphere, and the mixture was stirred at the same temperature for 15 min. To the reaction mixture was added 2,2,2-trichloroethyl chlorocarbonate (2.79 g), and the resulting mixture was stirred at room temperature for 6 hr. The organic layer was separated and successively washed with brine (10 mL×2), dried over MgSO4, filtere... The yield is 51.5%. Starting materials: [OH-].[Na+] (NaOH), Cl.C(C)(C)(C)C1=NN(C(=C1)N)C1=CC=C(C=C1)C (3-tert-butyl-1-(4-methylphenyl)-1H-pyrazol-5-amine hydrochloride), C(OCC(Cl)(Cl)Cl)(=O)Cl (2,2,2-trichloroethyl chlorocarbonate).